This data is from the Open Reaction Database (ORD), a public repository of structured organic reaction records. The task is: describe an organic reaction: reactants, conditions, products, and yield Reactants: CCOC(=O)C(CCc1ccccc1)NC1CSCC(c2cccs2)N(CC(=O)O)C1=O, [Na+], [OH-]. Yields the product O=C(O)CN1C(=O)C(NC(CCc2ccccc2)C(=O)O)CSCC1c1cccs1. RXN SMILES: [CH2:1]([CH3:2])[O:3][C:4](=[O:5])[CH:6]([CH2:7][CH2:8][c:9]1[cH:10][cH:11][cH:12][cH:13][cH:14]1)[NH:15][CH:16]1[C:17](=[O:32])[N:18]([CH2:28][C:29](=[O:30])[OH:31])[CH:19]([c:23]2[s:24][cH:25][cH:26][cH:27]2)[CH2:20][S:21][CH2:22]1.[Na+:34].[OH-:33]>>[O:3]=[C:4]([OH:5])[CH:6]([CH2:7][CH2:8][c:9]1[cH:10][cH:11][cH:12][cH:13][cH:14]1)[NH:15][CH:16]1[C:17](=[O:32])[N:18]([CH2:28][C:29](=[O:30])[OH:31])[CH:19]([c:23]2[s:24][cH:25][cH:26][cH:27]2)[CH2:20][S:21][CH2:22]1. The reactants are CC(C)(C)c1cc(NC(=O)Nc2cccc(S)c2)no1, C1CCOC1, CCOC(C)=O, COc1cc2c(Cl)ncnc2cc1OCCCCl, [H-], [Na+], CN(C)C=O. Product: COc1cc2c(Sc3cccc(NC(=O)Nc4cc(C(C)(C)C)on4)c3)ncnc2cc1OCCCCl. Reaction SMILES: [C:1]([CH3:2])([CH3:3])([CH3:4])[c:5]1[cH:6][c:7]([NH:10][C:11](=[O:12])[NH:13][c:14]2[cH:15][c:16]([SH:20])[cH:17][cH:18][cH:19]2)[n:8][o:9]1.[CH2:41]1[O:42][CH2:43][CH2:44][CH2:45]1.[CH3:51][CH2:52][O:53][C:54](=[O:55])[CH3:56].[Cl:23][c:24]1[n:25][cH:26][n:27][c:28]2[cH:29][c:30]([O:36][CH2:37][CH2:38][CH2:39][Cl:40])[c:31]([O:34][CH3:35])[cH:32][c:33]12.[H-:22].[Na+:21].[O:46]=[CH:47][N:48]([CH3:49])[CH3:50]>>[C:1]([CH3:2])([CH3:3])([CH3:4])[c:5]1[cH:6][c:7]([NH:10][C:11](=[O:12])[NH:13][c:14]2[cH:15][c:16]([S:20][c:24]3[n:25][cH:26][n:27][c:28]4[cH:29][c:30]([O:36][CH2:37][CH2:38][CH2:39][Cl:40])[c:31]([O:34][CH3:35])[cH:32][c:33]34)[cH:17][cH:18][cH:19]2)[n:8][o:9]1. Starting materials: C(C)OC(C[C@H](NC(CNC(CCCC1=CC=C2CCCNC2=N1)=O)=O)C=1C=NC2=CC=CC=C2C1)=O (4-(1,2,3,4-Tetrahydro-1,8-naphthyridin-7-yl)butanoyl-glycyl-3(S)-quinolin-3-yl-β-alanine ethyl ester). The solvent is Cl (HCl). Run at temperature 50 celsius. The product is N1CCCC2=CC=C(N=C12)CCCC(=O)NCC(=O)N[C@@H](CC(=O)O)C=1C=NC2=CC=CC=C2C1 (4-(1,2,3,4-Tetrahydro-1,8-naphthyridin-7-yl)butanoyl-glycyl-3(S)-quinolin-3-yl-β-alanine). RXN SMILES: C([O:3][C:4](=[O:37])[CH2:5][C@@H:6]([C:27]1[CH:28]=[N:29][C:30]2[C:35]([CH:36]=1)=[CH:34][CH:33]=[CH:32][CH:31]=2)[NH:7][C:8](=[O:26])[CH2:9][NH:10][C:11](=[O:25])[CH2:12][CH2:13][CH2:14][C:15]1[N:24]=[C:23]2[C:18]([CH2:19][CH2:20][CH2:21][NH:22]2)=[CH:17][CH:16]=1)C>Cl>[NH:22]1[C:23]2[C:18](=[CH:17][CH:16]=[C:15]([CH2:14][CH2:13][CH2:12][C:11]([NH:10][CH2:9][C:8]([NH:7][C@H:6]([C:27]3[CH:28]=[N:29][C:30]4[C:35]([CH:36]=3)=[CH:34][CH:33]=[CH:32][CH:31]=4)[CH2:5][C:4]([OH:37])=[O:3])=[O:26])=[O:25])[N:24]=2)[CH2:19][CH2:20][CH2:21]1. Procedure: Ester 25-6 was dissolved in 5 mL 6N HCl and warmed to 50° C. for 1.5 h then concentrated and the residue chromatographed on silica (75% EtOH. NH3/EtOAc) to afford 25-7. Starting materials: Cc1cc(C#N)cc2c1C(=O)N(Cc1ccc(OC(F)(F)F)cc1)C2, O=CO. Yields the product Cc1cc(C=O)cc2c1C(=O)N(Cc1ccc(OC(F)(F)F)cc1)C2. As a reaction SMILES: [CH3:1][c:2]1[cH:3][c:4]([C:24]#[N:25])[cH:5][c:6]2[c:10]1[C:9](=[O:11])[N:8]([CH2:12][c:13]1[cH:14][cH:15][c:16]([O:19][C:20]([F:21])([F:22])[F:23])[cH:17][cH:18]1)[CH2:7]2.[CH:26](=[O:27])[OH:28]>>[CH3:1][c:2]1[cH:3][c:4]([CH:24]=[O:27])[cH:5][c:6]2[c:10]1[C:9](=[O:11])[N:8]([CH2:12][c:13]1[cH:14][cH:15][c:16]([O:19][C:20]([F:21])([F:22])[F:23])[cH:17][cH:18]1)[CH2:7]2. Reactants: C1(CCCC1)OC=1C=C(CCl)C=CC1OC (3-cyclopentyloxy-4-methoxybenzyl chloride), C(Cl)Cl (methylene chloride), [C-]#N.[K+] (KCN). Reagents/catalysts: [Cl-].C(C1=CC=CC=C1)[N+](CC)(CC)CC (benzyltriethylammonium chloride). The solvent is O (water). Conditions: time 48 hour. Yields the product C1(CCCC1)OC=1C=C(C=CC1OC)CC#N (3-cyclopentyloxy-4-methoxyphenylacetonitrile). Yield: 96.2%. As a reaction SMILES: [CH:1]1([O:6][C:7]2[CH:8]=[C:9]([CH:12]=[CH:13][C:14]=2[O:15][CH3:16])[CH2:10]Cl)[CH2:5][CH2:4][CH2:3][CH2:2]1.C(Cl)Cl.[C-:20]#[N:21].[K+]>[Cl-].C([N+](CC)(CC)CC)C1C=CC=CC=1.O>[CH:1]1([O:6][C:7]2[CH:8]=[C:9]([CH2:10][C:20]#[N:21])[CH:12]=[CH:13][C:14]=2[O:15][CH3:16])[CH2:5][CH2:4][CH2:3][CH2:2]1 |f:2.3,4.5|. Procedure: A mixture of 3-cyclopentyloxy-4-methoxybenzyl chloride (119 grams, 0.49 mol), 120 milliliters of methylene chloride, KCN (70.7 grams, 1.09 mol), benzyltriethylammonium chloride (35 grams, 0.015 mol) and water (120 milliliters) was stirred vigorously at room temperature for 48 hours. The reaction mixture was diluted with. methylene chloride and the layers were separated. The methylene chloride solution was extracted several times with water and evaporated to yield 3-cyclopentyloxy-4-methoxyphenyl... The reactants are ClCCC1=C(N=C2N(C1=O)C(=CS2)C)C (6-(2-chloroethyl)-3,7-dimethyl-5H-thiazolo[3,2-a]pyrimidin-5-one), N1CCC(CC1)C1=CNC2=CC=CC=C12 (3-(4-piperidinyl)-1H-indole), C([O-])([O-])=O.[Na+].[Na+] (sodium carbonate), [I-].[K+] (potassium iodide). Solvent: CC(CC(C)=O)C (4-methyl-2-pentanone), O (water). Yields the product N1C=C(C2=CC=CC=C12)C1CCN(CC1)CCC1=C(N=C2N(C1=O)C(=CS2)C)C (6-[2-[4-(1H-indol-3-yl)-1-piperidinyl]ethyl]-3,7-dimethyl-5H-thiazolo[3,2-a]pyrimidin-5-one). As a reaction SMILES: Cl[CH2:2][CH2:3][C:4]1[C:9](=[O:10])[N:8]2[C:11]([CH3:14])=[CH:12][S:13][C:7]2=[N:6][C:5]=1[CH3:15].[NH:16]1[CH2:21][CH2:20][CH:19]([C:22]2[C:30]3[C:25](=[CH:26][CH:27]=[CH:28][CH:29]=3)[NH:24][CH:23]=2)[CH2:18][CH2:17]1.C(=O)([O-])[O-].[Na+].[Na+].[I-].[K+]>O.CC(C)CC(=O)C>[NH:24]1[C:25]2[C:30](=[CH:29][CH:28]=[CH:27][CH:26]=2)[C:22]([CH:19]2[CH2:20][CH2:21][N:16]([CH2:2][CH2:3][C:4]3[C:9](=[O:10])[N:8]4[C:11]([CH3:14])=[CH:12][S:13][C:7]4=[N:6][C:5]=3[CH3:15])[CH2:17][CH2:18]2)=[CH:23]1 |f:2.3.4,5.6|. Procedure: A mixture of 3.75 parts of 6-(2-chloroethyl)-3,7-dimethyl-5H-thiazolo[3,2-a]pyrimidin-5-one, 3 parts of 3-(4-piperidinyl)-1H-indole, 10 parts of sodium carbonate, 0.1 parts of potassium iodide and 200 parts of 4-methyl-2-pentanone was stirred and refluxed for 20 hours using a water-separator. The reaction mixture was filtered hot over Hyflo and the filtrate was evaporated. The residue was purified by column-chromatography over silica gel using a mixture of trichloromethane and methanol (90:10 by... The reactants are COC(=O)C1C=C2c3cccc4[nH]cc(c34)CC2NC1, CO, ClCCl, ClCCl, O=C=Nc1ccccc1. Product: COC(=O)C1C=C2c3cccc4[nH]cc(c34)CC2N(C(=O)Nc2ccccc2)C1. Reaction SMILES: [CH3:1][O:2][C:3](=[O:4])[CH:5]1[CH2:6][NH:7][CH:8]2[CH2:9][c:10]3[c:11]4[c:12]([cH:15][cH:16][cH:17][c:18]4[nH:19][cH:20]3)[C:13]2=[CH:14]1.[CH3:33][OH:34].[Cl:30][CH2:31][Cl:32].[Cl:35][CH2:36][Cl:37].[c:21]1([N:27]=[C:28]=[O:29])[cH:22][cH:23][cH:24][cH:25][cH:26]1>>[CH3:1][O:2][C:3](=[O:4])[CH:5]1[CH2:6][N:7]([C:28]([NH:27][c:21]2[cH:22][cH:23][cH:24][cH:25][cH:26]2)=[O:29])[CH:8]2[CH2:9][c:10]3[c:11]4[c:12]([cH:15][cH:16][cH:17][c:18]4[nH:19][cH:20]3)[C:13]2=[CH:14]1.